This data is from the Open Reaction Database (ORD), a public repository of structured organic reaction records. The task is: describe an organic reaction: reactants, conditions, products, and yield The reactants are COC(CC(C[N+](=O)[O-])C1=CC(=C(C=C1)Cl)Cl)=O (4-nitro-3-(3,4-dichlorophenyl)butanoic acid methyl ester), C(C=C)(=O)OC (methyl acrylate), Cl (hydrochloric acid). Solvent: C(C)(C)(C)O (t-butanol), C(C)OCC (diethyl ether). Conditions: time 94 hour. Yields the product COC(CC(C(CCC(=O)OC)[N+](=O)[O-])C1=CC(=C(C=C1)Cl)Cl)=O (4-nitro-3-(3,4-dichlorophenyl)heptanedioic acid dimethyl ester). As a reaction SMILES: [CH3:1][O:2][C:3](=[O:18])[CH2:4][CH:5]([C:10]1[CH:15]=[CH:14][C:13]([Cl:16])=[C:12]([Cl:17])[CH:11]=1)[CH2:6][N+:7]([O-:9])=[O:8].[C:19]([O:23][CH3:24])(=[O:22])[CH:20]=[CH2:21].Cl>C(O)(C)(C)C.C(OCC)C>[CH3:1][O:2][C:3](=[O:18])[CH2:4][CH:5]([C:10]1[CH:15]=[CH:14][C:13]([Cl:16])=[C:12]([Cl:17])[CH:11]=1)[CH:6]([N+:7]([O-:9])=[O:8])[CH2:21][CH2:20][C:19]([O:23][CH3:24])=[O:22]. Reported procedure: A solution of 350 g of 4-nitro-3-(3,4-dichlorophenyl)butanoic acid methyl ester, 118 g of methyl acrylate and 25 ml of Triton B in 500 ml of t-butanol is allowed to stir at room temperature for 94 hours. Excess aqueous hydrochloric acid (1 N) is added and the solution is diluted with diethyl ether. The organic layer is separated, dried over anhydrous magnesium sulfate and evaporated to give 4-nitro-3-(3,4-dichlorophenyl)heptanedioic acid dimethyl ester. Starting materials: CCC(=O)OC, CC(C)[O-], CC(C)[O-], CCOC(=O)C1C(=S)NCC1C, CC(C)[O-], CC(C)[O-], [Ti+4]. The product is COC(=O)C1C(=S)NCC1C. RXN SMILES: [C:30]([O:31][CH3:32])(=[O:33])[CH2:34][CH3:35].[CH3:13][CH:14]([CH3:15])[O-:16].[CH3:17][CH:18]([CH3:19])[O-:20].[CH3:1][CH:2]1[CH:3]([C:8](=[O:9])[O:10][CH2:11][CH3:12])[C:4](=[S:7])[NH:5][CH2:6]1.[CH3:21][CH:22]([CH3:23])[O-:24].[CH3:25][CH:26]([CH3:27])[O-:28].[Ti+4:29]>>[CH3:1][CH:2]1[CH:3]([C:8](=[O:9])[O:10][CH3:11])[C:4](=[S:7])[NH:5][CH2:6]1. Starting materials: [Br-], C1CCOC1, CC1(C)C(=O)c2cncn2C1c1ccc(C#N)cc1F, Fc1ccc([Mg+])cc1. Product: CC1(C)C(c2ccc(C#N)cc2F)n2cncc2C1(O)c1ccc(F)cc1. RXN SMILES: [Br-:21].[CH2:30]1[O:31][CH2:32][CH2:33][CH2:34]1.[CH3:1][C:2]1([CH3:20])[C:3](=[O:19])[c:4]2[n:5]([cH:6][n:7][cH:8]2)[CH:9]1[c:10]1[c:11]([F:18])[cH:12][c:13]([C:14]#[N:15])[cH:16][cH:17]1.[F:22][c:23]1[cH:24][cH:25][c:26]([Mg+:29])[cH:27][cH:28]1>>[CH3:1][C:2]1([CH3:20])[C:3]([OH:19])([c:26]2[cH:25][cH:24][c:23]([F:22])[cH:28][cH:27]2)[c:4]2[n:5]([cH:6][n:7][cH:8]2)[CH:9]1[c:10]1[c:11]([F:18])[cH:12][c:13]([C:14]#[N:15])[cH:16][cH:17]1. Solvent: O (water), O1CCCC1 (tetrahydrofuran). Product: ClC1=C2C(=NC=C1S(=O)(=O)C)N(C=C2)[Si](C(C)C)(C(C)C)C(C)C (4-Chloro-5-(methylsulfonyl)-1-(triisopropylsilyl)-1H-pyrrolo[2,3-b]pyridine). Reactants: [OH-].[Na+] (sodium hydroxide), C(C)(CC)[Li].CCCCCC.C1CCCCC1 (s-Butyllithium hexane cyclohexane), ClC1=C2C(=NC=C1)N(C=C2)[Si](C(C)C)(C(C)C)C(C)C (4-chloro-1-(triisopropylsilyl)-1H-pyrrolo[2,3-b]pyridine), OO (hydrogen peroxide), CSSC (dimethyl disulfide). Isolated yield 49.0%. Conditions: temperature -78 celsius, time 30 minute. Procedure: s-Butyllithium-hexane/cyclohexane solution (1.06 M, 0.700 mL, 0.742 mmol) was gradually added dropwise to 4-chloro-1-(triisopropylsilyl)-1H-pyrrolo[2,3-b]pyridine (100 mg, 0.324 mmol) obtained in Reference Synthetic Exampleb 6 in tetrahydrofuran (1 mL) cooled to −78° C., and the reaction mixture was stirred at −78° C. for 30 minutes and stirred with dimethyl disulfide (30 μL, 0.33 mmol) at −78° C. for 30 minutes. After addition of 1 M aqueous sodium hydroxide, the reaction mixture was extracted ... The reagents and catalysts are [NH4+].[NH4+].O.O.O.O.[O-][Mo](=O)(=O)[O-] (ammonium molybdate tetrahydrate). As a reaction SMILES: C([Li])(CC)C.CCCCCC.C1CCCCC1.[Cl:18][C:19]1[CH:24]=[CH:23][N:22]=[C:21]2[N:25]([Si:28]([CH:35]([CH3:37])[CH3:36])([CH:32]([CH3:34])[CH3:33])[CH:29]([CH3:31])[CH3:30])[CH:26]=[CH:27][C:20]=12.CS[S:40][CH3:41].[OH-:42].[Na+].[OH:44]O>O1CCCC1.[NH4+].[NH4+].O.O.O.O.[O-][Mo]([O-])(=O)=O.O>[Cl:18][C:19]1[C:24]([S:40]([CH3:41])(=[O:44])=[O:42])=[CH:23][N:22]=[C:21]2[N:25]([Si:28]([CH:32]([CH3:34])[CH3:33])([CH:35]([CH3:37])[CH3:36])[CH:29]([CH3:30])[CH3:31])[CH:26]=[CH:27][C:20]=12 |f:0.1.2,5.6,9.10.11.12.13.14.15|. The reactants are OCc1cccc(Br)c1, CN(C)C=O, N#Cc1c(F)cccc1F, [H-], [Na+]. Yields the product N#Cc1c(F)cccc1OCc1cccc(Br)c1. As a reaction SMILES: [Br:1][c:2]1[cH:3][c:4]([CH2:5][OH:6])[cH:7][cH:8][cH:9]1.[CH3:22][N:23]([CH3:24])[CH:25]=[O:26].[F:12][c:13]1[c:14]([C:15]#[N:16])[c:17]([F:21])[cH:18][cH:19][cH:20]1.[H-:10].[Na+:11]>>[Br:1][c:2]1[cH:3][c:4]([CH2:5][O:6][c:17]2[c:14]([C:15]#[N:16])[c:13]([F:12])[cH:20][cH:19][cH:18]2)[cH:7][cH:8][cH:9]1.